Task: describe an organic reaction: reactants, conditions, products, and yield. Dataset: the Open Reaction Database (ORD), a public repository of structured organic reaction records Reactants: ClCl (Cl2), C1(=C(C=CC=C1)CN1C(=CC2=C(C=CC=C12)OC)CC)C1=CC=CC=C1 (1-([1,1'-biphenyl]-2-ylmethyl)-2-ethyl-4-methoxy-1H-indole). Run in B(Br)(Br)Br (BBr3). Reported procedure: By the method used in Example 1, Part D, 911 mg (2.6 mmol) of 1-([1,1'-biphenyl]-2-ylmethyl)-2-ethyl-4-methoxy-1H-indole was O-demethylated by treating it with 10 mL of 1M BBr3 /CH2 Cl2. The crude product was chromatographed on silica gel and eluted with 20% EtOAc/hexane to give 590 mg (69% yield) of 1-([1,1'-biphenyl]-2-ylmethyl)-2-ethyl-4-hydroxy-1H-indole as an oil. Reaction SMILES: [C:1]1([C:21]2[CH:26]=[CH:25][CH:24]=[CH:23][CH:22]=2)[CH:6]=[CH:5][CH:4]=[CH:3][C:2]=1[CH2:7][N:8]1[C:16]2[C:11](=[C:12]([O:17]C)[CH:13]=[CH:14][CH:15]=2)[CH:10]=[C:9]1[CH2:19][CH3:20].ClCl>B(Br)(Br)Br>[C:1]1([C:21]2[CH:26]=[CH:25][CH:24]=[CH:23][CH:22]=2)[CH:6]=[CH:5][CH:4]=[CH:3][C:2]=1[CH2:7][N:8]1[C:16]2[C:11](=[C:12]([OH:17])[CH:13]=[CH:14][CH:15]=2)[CH:10]=[C:9]1[CH2:19][CH3:20]. Isolated yield 69.3%. The product is C1(=C(C=CC=C1)CN1C(=CC2=C(C=CC=C12)O)CC)C1=CC=CC=C1 (1-([1,1'-biphenyl]-2-ylmethyl)-2-ethyl-4-hydroxy-1H-indole). Starting materials: C(C)(C)(C)OC(=O)N1CCN(CC1)C1=C(C=C2CN(C(C2=C1)=O)C1CCCCC1)Cl (6-[4-(t-butoxycarbonyl)piperazin-1-yl]-5-chloro-2-cyclohexyl-2,3-dihydro-1H-isoindol-1-one), C1(=CC=CC=C1)C(CCBr)C1=CC=CC=C1 (3,3-diphenylpropyl bromide). The product is ClC=1C=C2CN(C(C2=CC1N1CCN(CC1)CCC(C1=CC=CC=C1)C1=CC=CC=C1)=O)C1CCCCC1 (5-Chloro-2-cyclohexyl-2,3-dihydro-6-[4-(3,3-diphenyl-1-propyl)piperazin-1-yl]-1H-isoindol-1-one). Reaction SMILES: C(OC([N:8]1[CH2:13][CH2:12][N:11]([C:14]2[CH:22]=[C:21]3[C:17]([CH2:18][N:19]([CH:24]4[CH2:29][CH2:28][CH2:27][CH2:26][CH2:25]4)[C:20]3=[O:23])=[CH:16][C:15]=2[Cl:30])[CH2:10][CH2:9]1)=O)(C)(C)C.[C:31]1([CH:37]([C:41]2[CH:46]=[CH:45][CH:44]=[CH:43][CH:42]=2)[CH2:38][CH2:39]Br)[CH:36]=[CH:35][CH:34]=[CH:33][CH:32]=1>>[Cl:30][C:15]1[CH:16]=[C:17]2[C:21](=[CH:22][C:14]=1[N:11]1[CH2:10][CH2:9][N:8]([CH2:39][CH2:38][CH:37]([C:41]3[CH:46]=[CH:45][CH:44]=[CH:43][CH:42]=3)[C:31]3[CH:36]=[CH:35][CH:34]=[CH:33][CH:32]=3)[CH2:13][CH2:12]1)[C:20](=[O:23])[N:19]([CH:24]1[CH2:29][CH2:28][CH2:27][CH2:26][CH2:25]1)[CH2:18]2. Reported procedure: In the same manner as in Example 47, the title compound was prepared from 6-[4-(t-butoxycarbonyl)piperazin-1-yl]-5-chloro-2-cyclohexyl-2,3-dihydro-1H-isoindol-1-one obtained in Example 45 and 3,3-diphenylpropyl bromide.